describe an organic reaction: reactants, conditions, products, and yield From a dataset of the Open Reaction Database (ORD), a public repository of structured organic reaction records. Reaction SMILES: [C:1](#[N:2])[c:3]1[cH:4][cH:5][c:6]2[c:7]([s:8][c:9]([C:11](=[O:12])[OH:13])[cH:10]2)[cH:14]1.[NH2:15][c:16]1[cH:17][cH:18][c:19]([O:20][CH2:21][C:22](=[O:23])[O:24][C:25]([CH3:26])([CH3:27])[CH3:28])[cH:29][cH:30]1>>[C:1](#[N:2])[c:3]1[cH:4][cH:5][c:6]2[c:7]([s:8][c:9]([C:11](=[O:13])[NH:15][c:16]3[cH:17][cH:18][c:19]([O:20][CH2:21][C:22](=[O:23])[O:24][C:25]([CH3:26])([CH3:27])[CH3:28])[cH:29][cH:30]3)[cH:10]2)[cH:14]1. Product: CC(C)(C)OC(=O)COc1ccc(NC(=O)c2cc3ccc(C#N)cc3s2)cc1. The reactants are N#Cc1ccc2cc(C(=O)O)sc2c1, CC(C)(C)OC(=O)COc1ccc(N)cc1. The reactants are N#CC(C#N)(CCC1CCC2(CC1)OCCO2)CCC(F)(F)F, CC(=O)O, O. Yields the product N#CC(C#N)(CCC1CCC(=O)CC1)CCC(F)(F)F. RXN SMILES: [C:5](#[N:6])[C:7]([CH2:8][CH2:9][CH:10]1[CH2:11][CH2:12][C:13]2([O:14][CH2:17][CH2:16][O:15]2)[CH2:18][CH2:19]1)([CH2:20][CH2:21][C:22]([F:23])([F:24])[F:25])[C:26]#[N:27].[CH3:1][C:2](=[O:3])[OH:4].[OH2:28]>>[C:5](#[N:6])[C:7]([CH2:8][CH2:9][CH:10]1[CH2:11][CH2:12][C:13](=[O:14])[CH2:18][CH2:19]1)([CH2:20][CH2:21][C:22]([F:23])([F:24])[F:25])[C:26]#[N:27]. Reaction SMILES: [Cl:1][C:2]1[CH:3]=[CH:4][C:5]([C:28]([F:31])([F:30])[F:29])=[C:6]([CH:27]=1)[CH2:7][N:8]1[CH2:13][CH2:12][NH:11][C:10]2[N:14]=[CH:15][C:16]([C:18]3[CH:19]=[C:20]([CH:24]=[CH:25][CH:26]=3)[C:21](O)=[O:22])=[CH:17][C:9]1=2.[Cl:32][C:33]1[CH:38]=[CH:37][C:36]([N:39]2[CH2:44][CH2:43][NH:42][CH2:41][CH2:40]2)=[CH:35][CH:34]=1>>[Cl:32][C:33]1[CH:34]=[CH:35][C:36]([N:39]2[CH2:44][CH2:43][N:42]([C:21]([C:20]3[CH:24]=[CH:25][CH:26]=[C:18]([C:16]4[CH:15]=[N:14][C:10]5[NH:11][CH2:12][CH2:13][N:8]([CH2:7][C:6]6[CH:27]=[C:2]([Cl:1])[CH:3]=[CH:4][C:5]=6[C:28]([F:31])([F:30])[F:29])[C:9]=5[CH:17]=4)[CH:19]=3)=[O:22])[CH2:41][CH2:40]2)=[CH:37][CH:38]=1. The reactants are ClC=1C=CC(=C(CN2C3=C(NCC2)N=CC(=C3)C=3C=C(C(=O)O)C=CC3)C1)C(F)(F)F (3-{1-[5-chloro-2-(trifluoromethyl)benzyl]-1,2,3,4-tetrahydropyrido[2,3-b]pyrazin-7-yl}benzoic acid), ClC1=CC=C(C=C1)N1CCNCC1 (1-(4-chlorophenyl)piperazine). Procedure: (3-{1-[5-chloro-2-(trifluoromethyl)benzyl]-1,2,3,4-tetrahydropyrido[2,3-b]pyrazin-7-yl}benzoic acid was reacted with 1-(4-chlorophenyl)piperazine as in General Procedure 10 to give the title compound. LCMS: m/z=625.95 (M+H+); retention time=1.05 minutes. Product: ClC1=CC=C(C=C1)N1CCN(CC1)C(=O)C1=CC(=CC=C1)C1=CC2=C(NCCN2CC2=C(C=CC(=C2)Cl)C(F)(F)F)N=C1 ([4-(4-Chlorophenyl)-piperazin-1-yl]-(3-{1-[5-Chloro-2-(trifluoromethyl)benzyl]-1,2,3,4-tetrahydropyrido[2,3-b]pyrazin-7-yl}phenyl)methanone). Starting materials: [H-].[Al+3].[Li+].[H-].[H-].[H-] (lithium aluminium hydride), ClC1=CC=2C(=C3N(C2C=C1)CCC3)C=C(C)[N+](=O)[O-] (1-(7-chloro-2,3-dihydro-1H-pyrrolo[1,2-a]indol-9-yl)-2-nitro-1-propene), Cl (hydrogen chloride), C(=O)([O-])C(O)C(O)C(=O)[O-].[Na+].[K+] (potassium sodium tartrate). Run in C1CCOC1 (THF), C1CCOC1 (THF). Conditions: temperature 0 celsius, time 30 minute. The product is Cl.ClC1=CC=2C(=C3N(C2C=C1)CCC3)CC(C)N ((RS)-1-(7-Chloro-2,3 -dihydro-1H-pyrrolo[1,2-a]indol-9-yl)-2-propylamine hydrochloride). Yield: 89.6%. As a reaction SMILES: [H-].[Al+3].[Li+].[H-].[H-].[H-].[Cl:7][C:8]1[CH:16]=[CH:15][C:14]2[N:13]3[CH2:17][CH2:18][CH2:19][C:12]3=[C:11]([CH:20]=[C:21]([N+:23]([O-])=O)[CH3:22])[C:10]=2[CH:9]=1.C(C(C(C([O-])=O)O)O)([O-])=O.[Na+].[K+].Cl>C1COCC1>[ClH:7].[Cl:7][C:8]1[CH:16]=[CH:15][C:14]2[N:13]3[CH2:17][CH2:18][CH2:19][C:12]3=[C:11]([CH2:20][CH:21]([NH2:23])[CH3:22])[C:10]=2[CH:9]=1 |f:0.1.2.3.4.5,7.8.9,12.13|. Procedure: To a stirred solution of lithium aluminium hydride (1.0 M in THF, 2.7 mL, 2.7 mmol) in added THF (5 mL) under argon was added dropwise a solution of 1-(7-chloro-2,3-dihydro-1H-pyrrolo[1,2-a]indol-9-yl)-2-nitro-1-propene (0.5 g, 1.8 mmol) in THF (10 mL). The mixture was heated under reflux for 4 h and cooled to 0° C. To the mixture was added dropwise aqueous potassium sodium tartrate solution (50 mL) and the mixture was stirred for 30 min and filtered through kieselguhr. The filtrate was extracte... Reactants: [OH-].[K+] (potassium hydroxide), COC(C(CO)(C)C)=O (hydroxypivalic acid methyl ester), CI (methyl iodide). Solvent: CS(=O)C (DMSO). Reaction conditions: time 0.5 hour. Product: COC(C(COC)(C)C)=O (3-methoxy-2,2-dimethyl-propionic acid methyl ester). Isolated yield 75.2%. As a reaction SMILES: [OH-].[K+].[CH3:3][O:4][C:5](=[O:11])[C:6]([CH3:10])([CH3:9])[CH2:7][OH:8].[CH3:12]I>CS(C)=O>[CH3:3][O:4][C:5](=[O:11])[C:6]([CH3:10])([CH3:9])[CH2:7][O:8][CH3:12] |f:0.1|. Procedure: To a solution of 3.52 g (63 mmol) of powdered potassium hydroxide in DMSO (150 mL) are added 2 mL (16 mmol) of hydroxypivalic acid methyl ester, followed by 3.9 mL (63 mmol) of methyl iodide. The reaction mixture is stirred for 0.5 h, then quenched with water (300 mL). The reaction mixture is extracted with DCM (3×300 mL). The combined organic extracts are washed with water (2×150 mL), brine (50 mL), dried over Na2SO4 and filtered. The filtrate is concentrated under reduced pressure to yield 1.7...